The task is: describe an organic reaction: reactants, conditions, products, and yield. This data is from the Open Reaction Database (ORD), a public repository of structured organic reaction records. The solvent is C1(=CC=CC=C1)C (toluene). The reactants are COC=1C=C(C(=O)Cl)C=C(C1OC)[N+](=O)[O-] (3,4-dimethoxy-5-nitrobenzoyl chloride), CN(C=O)C (dimethylformamide), OCC(=O)C1=CC=CC=C1 (2-hydroxyacetophenone), [H-].[Na+] (sodium hydride), CN(C=O)C (dimethylformamide), CN(C=O)C (dimethylformamide), ice water. Procedure: A solution of 11.25 g of 2-hydroxyacetophenone in 100 ml of absolute dimethylformamide is added dropwise under an argon atmosphere within 15 minutes to a suspension of 3.6 g of a 55 percent sodium hydride dispersion in 50 ml of absolute dimethylformamide and the mixture is stirred at room temperature for 1 hour. After cooling to 0°, a solution of 20.3 g of 3,4-dimethoxy-5-nitrobenzoyl chloride in 100 ml of absolute dimethylformamide is added dropwise thereto within 20 minutes and the mixture is ... Reaction SMILES: O[CH2:2][C:3]([C:5]1[CH:10]=[CH:9][CH:8]=[CH:7][CH:6]=1)=[O:4].[H-].[Na+].[CH3:13][O:14][C:15]1[CH:16]=[C:17]([CH:21]=[C:22]([N+:26]([O-:28])=[O:27])[C:23]=1[O:24][CH3:25])[C:18](Cl)=[O:19].CN(C)C=[O:32]>C1(C)C=CC=CC=1>[CH3:13][O:14][C:15]1[CH:16]=[C:17]([CH:21]=[C:22]([N+:26]([O-:28])=[O:27])[C:23]=1[O:24][CH3:25])[C:18]([O:32][C:10]1[CH:9]=[CH:8][CH:7]=[CH:6][C:5]=1[C:3](=[O:4])[CH3:2])=[O:19] |f:1.2|. The product is COC=1C=C(C(=O)OC2=C(C=CC=C2)C(C)=O)C=C(C1OC)[N+](=O)[O-] (o-acetylphenyl 3,4-dimethoxy-5-nitrobenzoate). Reaction conditions: time 1 hour. RXN SMILES: [CH3:17][OH:18].[N+:1]([O-:2])(=[O:3])[c:4]1[cH:5][c:6]([CH2:10][CH2:11][N:12]2[CH2:13][CH2:14][CH2:15][CH2:16]2)[cH:7][cH:8][cH:9]1>>[NH2:1][c:4]1[cH:5][c:6]([CH2:10][CH2:11][N:12]2[CH2:13][CH2:14][CH2:15][CH2:16]2)[cH:7][cH:8][cH:9]1. Reactants: CO, O=[N+]([O-])c1cccc(CCN2CCCC2)c1. Yields the product Nc1cccc(CCN2CCCC2)c1. The reactants are COC1=CC=C(C=C1)C1=CC=C(O1)C=O (5-(4-methoxyphenyl)-2-furaldehyde), alcohol, Cl.NO (hydroxylamine hydrochloride). Solvent: O (water). Run at time 1 hour. Product: COC1=CC=C(C=C1)C1=CC=C(O1)C=NO (5-(p-Methoxyphenyl)-2-furaldehyde Oxime). As a reaction SMILES: [CH3:1][O:2][C:3]1[CH:8]=[CH:7][C:6]([C:9]2[O:13][C:12]([CH:14]=O)=[CH:11][CH:10]=2)=[CH:5][CH:4]=1.Cl.[NH2:17][OH:18]>O>[CH3:1][O:2][C:3]1[CH:8]=[CH:7][C:6]([C:9]2[O:13][C:12]([CH:14]=[N:17][OH:18])=[CH:11][CH:10]=2)=[CH:5][CH:4]=1 |f:1.2|. Procedure details: A 250 ml Erlenmeyer flask was charged with 5-(4-methoxyphenyl)-2-furaldehyde (40 g, 0.20 mole) and absolute alcohol (125 ml). A solution of hydroxylamine hydrochloride (14 g, 0.20 mole) in water (25 ml) was added to this suspension. This mixture was stirred for 1 hour, cooled, filtered and washed with isopropanol, yielding 28 g (65.2%). Starting materials: NC1=C(C=CC=C1)C(=O)C1=C(C=C(C=C1)Cl)Cl ((2-amino-phenyl)-(2,4-dichloro-phenyl)-methanone), ClS(=O)(=O)C1=CC=C(C(=O)O)C=C1 (4-chlorosulfonyl-benzoic acid). The product is ClC1=C(C(=O)C2=C(C=CC=C2)NS(=O)(=O)C2=CC=C(C(=O)O)C=C2)C=CC(=C1)Cl (4-[2-(2,4-Dichloro-benzoyl)-phenylsulfamoyl]-benzoic acid). Reaction SMILES: [NH2:1][C:2]1[CH:7]=[CH:6][CH:5]=[CH:4][C:3]=1[C:8]([C:10]1[CH:15]=[CH:14][C:13]([Cl:16])=[CH:12][C:11]=1[Cl:17])=[O:9].Cl[S:19]([C:22]1[CH:30]=[CH:29][C:25]([C:26]([OH:28])=[O:27])=[CH:24][CH:23]=1)(=[O:21])=[O:20]>>[Cl:17][C:11]1[CH:12]=[C:13]([Cl:16])[CH:14]=[CH:15][C:10]=1[C:8]([C:3]1[CH:4]=[CH:5][CH:6]=[CH:7][C:2]=1[NH:1][S:19]([C:22]1[CH:23]=[CH:24][C:25]([C:26]([OH:28])=[O:27])=[CH:29][CH:30]=1)(=[O:21])=[O:20])=[O:9]. Reported procedure: The title compound was prepared from (2-amino-phenyl)-(2,4-dichloro-phenyl)-methanone [Synthesis, (1980) 677-688] and 4-chlorosulfonyl-benzoic acid according to the method described in Example 1.1/c. MS (EI) 451 (MH+). Starting materials: BrCC(=O)C1=CC=C(C=C1)F (2-bromo-1-(4-fluorophenyl)-ethanone), NC=1OC=CN1 (2-amino-oxazole). Run in O1CCCC1 (tetrahydrofuran), C(C)#N (acetonitrile). Reaction conditions: temperature 0 celsius, time 24 hour. The product is Br.FC1=CC=C(C=C1)C(CN1C(OC=C1)=N)=O (1-(4-fluorophenyl)-2-(2-imino-1,3-oxazol-3(2H)-yl)ethanone hydrobromide). Yield: 73.4%. As a reaction SMILES: [Br:1][CH2:2][C:3]([C:5]1[CH:10]=[CH:9][C:8]([F:11])=[CH:7][CH:6]=1)=[O:4].[NH2:12][C:13]1[O:14][CH:15]=[CH:16][N:17]=1>O1CCCC1.C(#N)C>[BrH:1].[F:11][C:8]1[CH:9]=[CH:10][C:5]([C:3](=[O:4])[CH2:2][N:17]2[CH:16]=[CH:15][O:14][C:13]2=[NH:12])=[CH:6][CH:7]=1 |f:4.5|. Procedure: To a solution of 2-bromo-1-(4-fluorophenyl)-ethanone (CAS# 403-29-2, I) (60 g, 0.376 mol) in anhydrous tetrahydrofuran (THF) solution (200 ml) was added over 20 minutes a solution of 2-amino-oxazole (A) (16 g, 0.19 mol) in anhydrous acetonitrile at room temperature. The mixture was stirred for 24 hours before cooling to 0° C. The precipitate was collected by filtration and washed with cold acetonitrile (3×30 mL) and dried in a vacuum oven to yield light yellow crystals of 1-(4-fluorophenyl)-2-(2... Reactants: CC(C)(C)OC(=O)N1CCC(Oc2cccc(C(=O)O)c2)C1, CCN=C=NCCCN(C)C, Cl, Cc1ccc(C(=O)Nc2cccc(N3CCOCC3)c2)cc1N, CN(C)C=O, On1nnc2ccccc21. The product is Cc1ccc(C(=O)Nc2cccc(N3CCOCC3)c2)cc1NC(=O)c1cccc(OC2CCN(C(=O)OC(C)(C)C)C2)c1. As a reaction SMILES: [C:13]([CH3:14])([CH3:15])([CH3:16])[O:17][C:18](=[O:19])[N:20]1[CH2:21][CH:22]([O:25][c:26]2[cH:27][c:28]([C:29](=[O:30])[OH:31])[cH:32][cH:33][cH:34]2)[CH2:23][CH2:24]1.[CH3:2][N:3]([CH3:4])[CH2:5][CH2:6][CH2:7][N:8]=[C:9]=[N:10][CH2:11][CH3:12].[ClH:1].[NH2:35][c:36]1[cH:37][c:38]([C:39](=[O:40])[NH:41][c:42]2[cH:43][c:44]([N:48]3[CH2:49][CH2:50][O:51][CH2:52][CH2:53]3)[cH:45][cH:46][cH:47]2)[cH:54][cH:55][c:56]1[CH3:57].[O:68]=[CH:69][N:70]([CH3:71])[CH3:72].[OH:58][n:59]1[c:60]2[cH:61][cH:62][cH:63][cH:64][c:65]2[n:66][n:67]1>>[C:13]([CH3:14])([CH3:15])([CH3:16])[O:17][C:18](=[O:19])[N:20]1[CH2:21][CH:22]([O:25][c:26]2[cH:27][c:28]([C:29](=[O:31])[NH:35][c:36]3[cH:37][c:38]([C:39](=[O:40])[NH:41][c:42]4[cH:43][c:44]([N:48]5[CH2:49][CH2:50][O:51][CH2:52][CH2:53]5)[cH:45][cH:46][cH:47]4)[cH:54][cH:55][c:56]3[CH3:57])[cH:32][cH:33][cH:34]2)[CH2:23][CH2:24]1.